From a dataset of the Open Reaction Database (ORD), a public repository of structured organic reaction records. describe an organic reaction: reactants, conditions, products, and yield Starting materials: ClC1=NC=C(C=C1)C=CN1C(NCC1)=N[N+](=O)[O-] (1{2-(2-chloropyridin-5-yl)vinyl}-2-nitroiminoimidazolidine), CS(=O)C (dimethylsulfoxide), ClC1=NC=C(C=C1)CCl (2-chloro-5-chloromethylpyridine), C([O-])([O-])=O.[K+].[K+] (potassium carbonate). The solvent is O (water). Reaction conditions: temperature 75 celsius, time 2.5 hour. Product: ClC1=NC=C(C=C1)CN1C(N(CC1)\C=C\C=1C=CC(=NC1)Cl)=N[N+](=O)[O-] (1-(2 chloropyridin-5-ylmethyl)-2-nitroimino-3-{trans-2-(2-chloropyridin-5-yl)vinyl}imidazolidine). RXN SMILES: [Cl:1][C:2]1[CH:7]=[CH:6][C:5]([CH:8]=[CH:9][N:10]2[CH2:14][CH2:13][NH:12][C:11]2=[N:15][N+:16]([O-:18])=[O:17])=[CH:4][N:3]=1.[Cl:19][C:20]1[CH:25]=[CH:24][C:23]([CH2:26]Cl)=[CH:22][N:21]=1.C(=O)([O-])[O-].[K+].[K+].CS(C)=O>O>[Cl:19][C:20]1[CH:25]=[CH:24][C:23]([CH2:26][N:12]2[CH2:13][CH2:14][N:10](/[CH:9]=[CH:8]/[C:5]3[CH:6]=[CH:7][C:2]([Cl:1])=[N:3][CH:4]=3)[C:11]2=[N:15][N+:16]([O-:18])=[O:17])=[CH:22][N:21]=1 |f:2.3.4|. Reported procedure: A mixture comprising 6.0 g of 1{2-(2-chloropyridin-5-yl)vinyl}-2-nitroiminoimidazolidine, 8.0 g of 2-chloro-5-chloromethylpyridine, 6.8 g of potassium carbonate and 60 ml of dimethylsulfoxide was stirred at 75° C. for 2.5 hours. The reaction mixture was poured into water, extracted with ethyl acetate, washed with water, dried (with anhydrous MgSO4) and concentrated to give an oily residue. This was purified by column chromatography (silica gel, eluent: ethyl acetate) to give 3.9 of 1-(2 chloropy... Reactants: CCOC(C)=O, CCOC(=O)c1ccc([N+](=O)[O-])cc1F, [H][H]. Yields the product CCOC(=O)c1ccc(N)cc1F. Reaction SMILES: [CH3:18][CH2:19][O:20][C:21](=[O:22])[CH3:23].[F:3][c:4]1[c:5]([C:6](=[O:7])[O:8][CH2:9][CH3:10])[cH:11][cH:12][c:13]([N+:15]([O-:16])=[O:17])[cH:14]1.[H:1][H:2]>>[F:3][c:4]1[c:5]([C:6](=[O:7])[O:8][CH2:9][CH3:10])[cH:11][cH:12][c:13]([NH2:15])[cH:14]1.